From a dataset of the Open Reaction Database (ORD), a public repository of structured organic reaction records. describe an organic reaction: reactants, conditions, products, and yield Starting materials: O=C(Cl)c1ccccc1, C1COCCO1, CCN(C(C)C)C(C)C, CN1C(=O)C(C)(C)c2cc3[nH]c(N)nc3cc21, O. Yields the product CN1C(=O)C(C)(C)c2cc3[nH]c(NC(=O)c4ccccc4)nc3cc21. As a reaction SMILES: [C:27]([c:28]1[cH:29][cH:30][cH:31][cH:32][cH:33]1)(=[O:34])[Cl:35].[CH2:37]1[O:38][CH2:39][CH2:40][O:41][CH2:42]1.[CH:18]([N:19]([CH2:20][CH3:21])[CH:22]([CH3:23])[CH3:24])([CH3:25])[CH3:26].[NH2:1][c:2]1[n:3][c:4]2[c:5]([cH:6][c:7]3[c:11]([cH:12]2)[N:10]([CH3:13])[C:9](=[O:14])[C:8]3([CH3:15])[CH3:16])[nH:17]1.[OH2:36]>>[NH:1]([c:2]1[n:3][c:4]2[c:5]([cH:6][c:7]3[c:11]([cH:12]2)[N:10]([CH3:13])[C:9](=[O:14])[C:8]3([CH3:15])[CH3:16])[nH:17]1)[C:27]([c:28]1[cH:29][cH:30][cH:31][cH:32][cH:33]1)=[O:34]. Starting materials: NC1=CC=C(C(=O)O)C=C1 (p-aminobenzoic acid), C1(CCCCCC1)C(=O)Cl (cycloheptanecarboxylic acid chloride). Product: C1(CCCCCC1)C(=O)NC1=CC=C(C(=O)O)C=C1 (4-Cycloheptanecarbonylamino-benzoic acid). As a reaction SMILES: [NH2:1][C:2]1[CH:10]=[CH:9][C:5]([C:6]([OH:8])=[O:7])=[CH:4][CH:3]=1.[CH:11]1([C:18](Cl)=[O:19])[CH2:17][CH2:16][CH2:15][CH2:14][CH2:13][CH2:12]1>>[CH:11]1([C:18]([NH:1][C:2]2[CH:10]=[CH:9][C:5]([C:6]([OH:8])=[O:7])=[CH:4][CH:3]=2)=[O:19])[CH2:17][CH2:16][CH2:15][CH2:14][CH2:13][CH2:12]1. Procedure details: 4-Cycloheptanecarbonylamino-benzoic acid was prepared as described in Example 3 from 5.55 g (0.0405 mol) of p-aminobenzoic acid and 8.7 g (0.0425 mol) of cycloheptanecarboxylic acid chloride. The reactants are COC1=C(CN2C(CC2COS(=O)(=O)C)=O)C=CC(=C1)OC (1-(2,4-dimethoxy-benzyl)-4-(mesyloxymethyl)-2-azetidinone), [I-].[Na+] (sodium iodide), [I-].[Na+] (sodium iodide). Solvent: CC(=O)C (acetone). Run at time 8 hour. The product is COC1=C(CN2C(CC2CI)=O)C=CC(=C1)OC (1-(2,4-dimethoxy-benzyl)-4-(iodomethyl)-2-azetidinone). The yield is 104.3%. RXN SMILES: [CH3:1][O:2][C:3]1[CH:20]=[C:19]([O:21][CH3:22])[CH:18]=[CH:17][C:4]=1[CH2:5][N:6]1[CH:9]([CH2:10]OS(C)(=O)=O)[CH2:8][C:7]1=[O:16].[I-:23].[Na+]>CC(C)=O>[CH3:1][O:2][C:3]1[CH:20]=[C:19]([O:21][CH3:22])[CH:18]=[CH:17][C:4]=1[CH2:5][N:6]1[CH:9]([CH2:10][I:23])[CH2:8][C:7]1=[O:16] |f:1.2|. Reported procedure: A mixture of 37.5 g (0.107 mole) of 1-(2,4-dimethoxy-benzyl)-4-(mesyloxymethyl)-2-azetidinone prepared according to the preceding paragraph, 250 ml of anhydrous acetone, and 56.3 g (0.376 mole) of sodium iodide is heated to boiling for 8 hours. To the mixture a further amount of 18.8 g (0.125 mole) of sodium iodide are added and the mixture is stirred for a further 8 hours under boiling. The mixture is evaporated to dryness on a water-bath (internal temperature 50° C.), the residue is rubbed wit...